The task is: describe an organic reaction: reactants, conditions, products, and yield. This data is from the Open Reaction Database (ORD), a public repository of structured organic reaction records. The reactants are FC1=CC=C2CCCC(C2=C1)=O (7-fluoro-3,4-dihydro-2H-naphthalen-1-one), C[Mg]I (MeMgI). The product is FC=1C=C2C(=CCCC2=CC1)C (6-fluoro-4-methyl-1,2-dihydro-naphthalene). Reaction SMILES: [F:1][C:2]1[CH:11]=[C:10]2[C:5]([CH2:6][CH2:7][CH2:8][C:9]2=O)=[CH:4][CH:3]=1.[CH3:13][Mg]I>>[F:1][C:2]1[CH:11]=[C:10]2[C:5](=[CH:4][CH:3]=1)[CH2:6][CH2:7][CH:8]=[C:9]2[CH3:13]. Procedure details: Using general procedure A (Exp. 1.1), 7-fluoro-3,4-dihydro-2H-naphthalen-1-one (Lit. 16) was reacted with MeMgI to give 6-fluoro-4-methyl-1,2-dihydro-naphthalene as a colorless oil.